From a dataset of the Open Reaction Database (ORD), a public repository of structured organic reaction records. describe an organic reaction: reactants, conditions, products, and yield Reactants: N (ammonia), BrC=1N=C(N2C1C(=NC=C2)Cl)C2CC(C2)(O)C (3-(1-bromo-8-chloroimidazo[1,5-α]pyrazin-3-yl)-1-methylcyclobutanol). Run in CC(CC)O (2-butanol). Conditions: temperature 90 celsius. Yields the product NC1=CN=CC=2N1C(=NC2Br)C2CC(C2)(O)C (3-(Amino-1-bromoimidazo[1,5-α]pyrazin-3-yl)-1-methylcyclobutanol). Reaction SMILES: [NH3:1].[Br:2][C:3]1[N:4]=[C:5]([CH:13]2[CH2:16][C:15]([CH3:18])([OH:17])[CH2:14]2)[N:6]2[CH:11]=[CH:10][N:9]=[C:8](Cl)[C:7]=12>CC(O)CC>[NH2:1][C:11]1[N:6]2[C:5]([CH:13]3[CH2:16][C:15]([CH3:18])([OH:17])[CH2:14]3)=[N:4][C:3]([Br:2])=[C:7]2[CH:8]=[N:9][CH:10]=1. Procedure: A 35% ammonia solution (132 ml, 2.9 moles) was added to a suspension of 3-(1-bromo-8-chloroimidazo[1,5-α]pyrazin-3-yl)-1-methylcyclobutanol (22.0 g, 0.06463 mol) in 2-butanol (81 ml). The mixture was heated at 90° C. in a pressure vessel for 15 hr then concentrated to 130 ml, cooled to room temperature and the solid collected by filtration. This material was washed with water (3×22 mL) and dried at 40° C. under vacuum. To afford the desired product. 1H NMR (DMSO-d6, 400 MHz): δ 7.5 (d, 1H), 7.0 ... Reactants: FC(C(F)(F)F)(C(F)(F)F)OCCCCCCO (6-hydroxyhexyl perfluoroisopropyl ether), 6-hydroxy perfluoroisopropyl ether sodium sulfate, ClS(=O)(=O)O (Chlorosulfonic acid), [OH-].[Na+] (sodium hydroxide). The solvent is O (water). Conditions: temperature 15 celsius, time 1 hour. Yields the product S(=O)(=O)([O-])[O-].[Na+].FC(C(F)(F)F)(C(F)(F)F)OCCCCCCO.[Na+] (6-Hydroxyhexyl perfluoroisopropyl ether sodium sulfate). RXN SMILES: [F:1][C:2]([O:11][CH2:12][CH2:13][CH2:14][CH2:15][CH2:16][CH2:17][OH:18])([C:7]([F:10])([F:9])[F:8])[C:3]([F:6])([F:5])[F:4].Cl[S:20]([OH:23])(=[O:22])=[O:21].[OH-:24].[Na+:25]>O>[S:20]([O-:23])([O-:24])(=[O:22])=[O:21].[Na+:25].[F:1][C:2]([O:11][CH2:12][CH2:13][CH2:14][CH2:15][CH2:16][CH2:17][OH:18])([C:7]([F:9])([F:10])[F:8])[C:3]([F:6])([F:5])[F:4].[Na+:25] |f:2.3,5.6.7.8|. Procedure: A 100 ml four-necked flask fitted with a stirrer, thermometer, addition funnel and gas inlet was charged with 24.1 g (0.08 m) of 6-hydroxyhexyl perfluoroisopropyl ether, cooled under nitrogen to 15° C. and held for one half hour. Chlorosulfonic acid (10.3 g, 0.08 m) was added over a period of 30 minutes with stirring while maintaining the temperature at 15°-20° C., reaction was quite exothermic. Stirring was continued for one hour when the addition was completed. The reaction mixture was poured ... Starting materials: Nc1cc(OC(F)(F)F)ccc1OC1CC1, Cl, [I-], [K+], O=N[O-], [Na+], O. Yields the product FC(F)(F)Oc1ccc(OC2CC2)c(I)c1. As a reaction SMILES: [CH:5]1([O:8][c:9]2[c:10]([NH2:20])[cH:11][c:12]([O:15][C:16]([F:17])([F:18])[F:19])[cH:13][cH:14]2)[CH2:6][CH2:7]1.[ClH:24].[I-:22].[K+:21].[N:1]([O-:2])=[O:3].[Na+:4].[OH2:23]>>[CH:5]1([O:8][c:9]2[c:10]([I:22])[cH:11][c:12]([O:15][C:16]([F:17])([F:18])[F:19])[cH:13][cH:14]2)[CH2:6][CH2:7]1. The reactants are C=Cc1cncc(Cl)c1, CN1CCc2[nH]c3ccc(Cl)cc3c2CC1, [Na+], [OH-], O. The product is CN1CCc2c(n(CCc3cncc(Cl)c3)c3ccc(Cl)cc23)CC1. As a reaction SMILES: [Cl:19][c:20]1[cH:21][n:22][cH:23][c:24]([CH:26]=[CH2:27])[cH:25]1.[Cl:1][c:2]1[cH:3][c:4]2[c:5]3[c:6]([nH:7][c:8]2[cH:9][cH:10]1)[CH2:11][CH2:12][N:13]([CH3:16])[CH2:14][CH2:15]3.[Na+:18].[OH-:17].[OH2:28]>>[Cl:1][c:2]1[cH:3][c:4]2[c:5]3[c:6]([n:7]([CH2:27][CH2:26][c:24]4[cH:23][n:22][cH:21][c:20]([Cl:19])[cH:25]4)[c:8]2[cH:9][cH:10]1)[CH2:11][CH2:12][N:13]([CH3:16])[CH2:14][CH2:15]3. Reactants: cuprous bromide, [C-]#N.[Na+] (sodium cyanide), C(#N)CCSCCC#N (bis(β-cyanoethyl) sulfide), C(C=CC1=CC=CC=C1)(=O)NC=1C=C(N(CC)CC)C=CC1N=NC1=C(C=C(C=C1[N+](=O)[O-])[N+](=O)[O-])Br (3-cinnamoylamino-4-(2'-bromo-4',6'-dinitrophenylazo)-N,N-diethylaniline). Solvent: O (water). Run at temperature 100 celsius, time 1.5 hour. Yields the product C(C=CC1=CC=CC=C1)(=O)NC=1C=C(N(CC)CC)C=CC1N=NC1=C(C=C(C=C1[N+](=O)[O-])[N+](=O)[O-])C#N (3-cinnamoylamino-4-(2'-cyano-4',6'-dinitrophenylazo)-N,N-diethylaniline). The yield is 85.5%. As a reaction SMILES: [C:1](CCSCCC#N)#[N:2].[C:10]([NH:20][C:21]1[CH:22]=[C:23]([CH:29]=[CH:30][C:31]=1[N:32]=[N:33][C:34]1[C:39]([N+:40]([O-:42])=[O:41])=[CH:38][C:37]([N+:43]([O-:45])=[O:44])=[CH:36][C:35]=1Br)[N:24]([CH2:27][CH3:28])[CH2:25][CH3:26])(=[O:19])[CH:11]=[CH:12][C:13]1[CH:18]=[CH:17][CH:16]=[CH:15][CH:14]=1.[C-]#N.[Na+]>O>[C:10]([NH:20][C:21]1[CH:22]=[C:23]([CH:29]=[CH:30][C:31]=1[N:32]=[N:33][C:34]1[C:39]([N+:40]([O-:42])=[O:41])=[CH:38][C:37]([N+:43]([O-:45])=[O:44])=[CH:36][C:35]=1[C:1]#[N:2])[N:24]([CH2:27][CH3:28])[CH2:25][CH3:26])(=[O:19])[CH:11]=[CH:12][C:13]1[CH:18]=[CH:17][CH:16]=[CH:15][CH:14]=1 |f:2.3|. Procedure details: Into a solution composed of 6.8 parts of cuprous bromide in 300 parts by volume of bis(β-cyanoethyl) sulfide, there are introduced 26 parts of 3-cinnamoylamino-4-(2'-bromo-4',6'-dinitrophenylazo)-N,N-diethylaniline. The mixture is heated to 100° C. and, during several minutes, a solution of 2.6 parts of sodium cyanide in 16 parts of water is allowed to flow in. Stirring is continued for 1 to 2 hours more, at 115° C. After cooling to 30° C., the 3-cinnamoylamino-4-(2'-cyano-4',6'-dinitrophenylazo...